The task is: describe an organic reaction: reactants, conditions, products, and yield. This data is from the Open Reaction Database (ORD), a public repository of structured organic reaction records. Starting materials: C(C1=CC=CC=C1)[C@@H]([C@@H](CN(S(=O)(=O)C1=CC(=CC=C1)[N+](=O)[O-])OC1CCCCC1)O)NC(O[C@H]1CO[C@H]2OCC[C@H]21)=O ((3R,3aS,6aR)hexahydrofuro[2,3-b]furan-3-yl (1S,2R)-1-benzyl-3-{(cyclohexyloxy)[(3-nitrophenyl)sulfonyl]amino}-2-hydroxypropylcarbamate). Reagents/catalysts: [Pd] (Palladium on carbon). Run in C(C)O (ethanol). Run at time 16 hour. Product: NC=1C=C(C=CC1)S(=O)(=O)N(C[C@H]([C@H](CC1=CC=CC=C1)NC(O[C@H]1CO[C@H]2OCC[C@H]21)=O)O)OC2CCCCC2 ((3R,3aS,6aR)hexahydrofuro[2,3-b]furan-3-yl (1S,2R)-3-[[(3-aminophenyl)sulfonyl](cyclohexyloxy)amino]-1-benzyl-2-hydroxypropylcarbamate). Isolated yield 92.7%. As a reaction SMILES: [CH2:1]([C@H:8]([NH:32][C:33](=[O:43])[O:34][C@@H:35]1[C@H:42]2[C@H:38]([O:39][CH2:40][CH2:41]2)[O:37][CH2:36]1)[C@H:9]([OH:31])[CH2:10][N:11]([O:24][CH:25]1[CH2:30][CH2:29][CH2:28][CH2:27][CH2:26]1)[S:12]([C:15]1[CH:20]=[CH:19][CH:18]=[C:17]([N+:21]([O-])=O)[CH:16]=1)(=[O:14])=[O:13])[C:2]1[CH:7]=[CH:6][CH:5]=[CH:4][CH:3]=1>C(O)C.[Pd]>[NH2:21][C:17]1[CH:16]=[C:15]([S:12]([N:11]([O:24][CH:25]2[CH2:26][CH2:27][CH2:28][CH2:29][CH2:30]2)[CH2:10][C@@H:9]([OH:31])[C@@H:8]([NH:32][C:33](=[O:43])[O:34][C@@H:35]2[C@H:42]3[C@H:38]([O:39][CH2:40][CH2:41]3)[O:37][CH2:36]2)[CH2:1][C:2]2[CH:3]=[CH:4][CH:5]=[CH:6][CH:7]=2)(=[O:14])=[O:13])[CH:20]=[CH:19][CH:18]=1. Procedure details: A solution of (3R,3aS,6aR)hexahydrofuro[2,3-b]furan-3-yl (1S,2R)-1-benzyl-3-{(cyclohexyloxy)[(3-nitrophenyl)sulfonyl]amino}-2-hydroxypropylcarbamate (403 mg, 0.651 mmol) in absolute ethanol (12 mL) was combined with Palladium on carbon (10 wt %, 80 mg) and reduced under a Hydrogen atmosphere for 16 hours. The reaction mixture was filtered and evaporated in vacuo to provide (3R,3aS,6aR)hexahydrofuro[2,3-b]furan-3-yl (1S,2R)-3-[[(3-aminophenyl)sulfonyl](cyclohexyloxy)amino]-1-benzyl-2-hydroxypropy... The reactants are COC=1C=C(C(CBr)=O)C=CC1OC (3,4-dimethoxyphenacyl bromide), C(C)(=O)O (acetic acid). The product is C(C)(=O)OCC(=O)C1=CC(=C(C=C1)OC)OC (3,4-dimethoxyphenacyl acetate). Reaction SMILES: [CH3:1][O:2][C:3]1[CH:4]=[C:5]([CH:10]=[CH:11][C:12]=1[O:13][CH3:14])[C:6](=[O:9])[CH2:7]Br.[C:15]([OH:18])(=[O:17])[CH3:16]>>[C:15]([O:18][CH2:7][C:6]([C:5]1[CH:10]=[CH:11][C:12]([O:13][CH3:14])=[C:3]([O:2][CH3:1])[CH:4]=1)=[O:9])(=[O:17])[CH3:16]. Procedure details: Following the procedure of Example 1,5 grams of 3,4-dimethoxyphenacyl bromide are reacted with 5 grams of acetic acid to obtain 3,4-dimethoxyphenacyl acetate, m.p. 82°-84° C.